From a dataset of the Open Reaction Database (ORD), a public repository of structured organic reaction records. describe an organic reaction: reactants, conditions, products, and yield Reactants: C(C)OC(CCCC(C/C=C/C(=CC(=O)OC)C)C)(C)C (trans methyl 11-ethoxy-3,7,11-trimethyldodeca-2,4-dienoate), CO (methanol), [OH-].[K+] (potassium hydroxide). Run in O (water), O (water). Product: C(C)OC(CCCC(C/C=C/C(=CC(=O)O)C)C)(C)C (trans 11-ethoxy-3,7,11-trimethyldodeca-2,4-dienoic acid). Reaction SMILES: [CH2:1]([O:3][C:4]([CH3:21])([CH3:20])[CH2:5][CH2:6][CH2:7][CH:8]([CH3:19])[CH2:9]/[CH:10]=[CH:11]/[C:12]([CH3:18])=[CH:13][C:14]([O:16]C)=[O:15])[CH3:2].CO.[OH-].[K+]>O>[CH2:1]([O:3][C:4]([CH3:20])([CH3:21])[CH2:5][CH2:6][CH2:7][CH:8]([CH3:19])[CH2:9]/[CH:10]=[CH:11]/[C:12]([CH3:18])=[CH:13][C:14]([OH:16])=[O:15])[CH3:2] |f:2.3|. Procedure: A mixture of 1 g. of trans methyl 11-ethoxy-3,7,11-trimethyldodeca-2,4-dienoate, 60 ml. of methanol, 0.5 g. of potassium hydroxide and 6 ml. of water is heated at reflux for about 8 hours. The mixture is then diluted with water, neutralized and extracted with ether. The organic phase is washed with water, dried over sodium sulfate and evaporated to yield trans 11-ethoxy-3,7,11-trimethyldodeca-2,4-dienoic acid. Starting materials: C(=O)(O)C1C(C2=C(CN1)SC=C2)O (5-carboxy-4-hydroxy-4,5,6,7-tetrahydro-thieno[2,3-c]pyridine), N(=O)[O-].[Na+] (sodium nitrite). Run in Cl (hydrochloric acid). Run at temperature 10 celsius, time 3 hour. Yields the product C(=O)(O)C1C(C2=C(CN1N=O)SC=C2)O (5-carboxy-4-hydroxy-6-nitroso-4,5,6,7-tetrahydro-thieno[2,3-c]pyridine). As a reaction SMILES: [C:1]([CH:4]1[NH:9][CH2:8][C:7]2[S:10][CH:11]=[CH:12][C:6]=2[CH:5]1[OH:13])([OH:3])=[O:2].[N:14]([O-])=[O:15].[Na+]>Cl>[C:1]([CH:4]1[N:9]([N:14]=[O:15])[CH2:8][C:7]2[S:10][CH:11]=[CH:12][C:6]=2[CH:5]1[OH:13])([OH:3])=[O:2] |f:1.2|. Procedure: To a magnetically stirred suspension of 20 g (0.1 mole) 5-carboxy-4-hydroxy-4,5,6,7-tetrahydro-thieno[2,3-c]pyridine in 200 cc 3 N hydrochloric acid maintained at 10° C. is added dropwise a 10% aqueous sodium nitrite solution (200 cc; 2.9 equivalents) and the resulting mixture is stirred at room temperature for 3 hours. The reaction medium remains heterogeneous throughout this step and nitrous fumes are evolved. The resulting precipitate is filtered off, washed with water and dried in vacuo, to ... The reactants are P(O)(O)(O)=O (phosphoric acid), NC(CCCC(=O)NC1[C@@H]2N(C(=C(CS2)COC(N)=O)C(=O)O)C1=O)C(=O)O (7-(5-amino-5-carboxyvaleramido)-3-carbamoyloxymethyl-3-cephem-4-carboxylic acid), C(=O)(OCC)N1C(C=2C(C1=O)=CC=CC2)=O (N-carbethoxy phthalimide). Solvent: O (water), P(=O)(O)([O-])[O-].[K+].[K+] (potassium hydrogen phosphate), CC(=O)C (acetone). Reaction conditions: time 1 hour. Product: C1(C=2C(C(N1C(CCCC(=O)NC1[C@@H]3N(C(=C(CS3)COC(N)=O)C(=O)O)C1=O)C(=O)O)=O)=CC=CC2)=O (7-(5-phthalimido-5-carboxyvaleramido)-3-carbamoyloxymethyl-3-cephem-4-carboxylic acid). RXN SMILES: [NH2:1][CH:2]([C:26]([OH:28])=[O:27])[CH2:3][CH2:4][CH2:5][C:6]([NH:8][CH:9]1[C:24](=[O:25])[N:11]2[C:12]([C:21]([OH:23])=[O:22])=[C:13]([CH2:16][O:17][C:18](=[O:20])[NH2:19])[CH2:14][S:15][C@H:10]12)=[O:7].C(N1[C:38](=[O:39])[C:37]2=[CH:40][CH:41]=[CH:42][CH:43]=[C:36]2[C:35]1=[O:44])(OCC)=O.P(=O)(O)(O)O>P([O-])([O-])(O)=O.[K+].[K+].CC(C)=O.O>[C:35]1(=[O:44])[N:1]([CH:2]([C:26]([OH:28])=[O:27])[CH2:3][CH2:4][CH2:5][C:6]([NH:8][CH:9]2[C:24](=[O:25])[N:11]3[C:12]([C:21]([OH:23])=[O:22])=[C:13]([CH2:16][O:17][C:18](=[O:20])[NH2:19])[CH2:14][S:15][C@H:10]23)=[O:7])[C:38](=[O:39])[C:37]2=[CH:40][CH:41]=[CH:42][CH:43]=[C:36]12 |f:3.4.5|. Procedure: To a stirred solution of 15 grams of 7-(5-amino-5-carboxyvaleramido)-3-carbamoyloxymethyl-3-cephem-4-carboxylic acid in 150 milliliters of 10 percent potassium hydrogen phosphate buffer solution (adjusted to pH 9.1 by addition of 25 percent potassium phosphate solution) was added 9.9 grams of N-carbethoxy phthalimide in 75 milliliters of acetone. The reaction mixture was stirred at room temperature for one hour at pH 9.1, diluted with water to 300 milliliters, and the pH adjusted to 7.0 by addit... Procedure details: Following a procedure similar to that described in Example 6, but using 5.7 g of (1S,2S)-(+)-2-amino-1-phenyl-1,3-propanediol, 5 g of methyl 4-(2-oxopropoxy)phenylacetate (prepared as described in Preparation 3), 250 ml of benzene, 250 ml of absolute methanol and 4.34 g of sodium cyanoborohydride, 1.54 g of the title compound were obtained having an Rf=0.27 (thin layer chromatography over silica gel, using a 2:1 by volume mixture of ethyl acetate and hexane as the developing solvent). Yield: 18.3%. Yields the product COC(=O)CC1=CC=C(OCC(C)N[C@H]([C@@H](O)C2=CC=CC=C2)CO)C=C1 (2-[2-(4-Methoxycarbonylmethylphenoxy)-1-methylethyl]amino-2(S)-hydroxymethyl-1(S)-phenylethanol). Reactants: N[C@H]([C@@H](O)C1=CC=CC=C1)CO ((1S,2S)-(+)-2-amino-1-phenyl-1,3-propanediol), C(#N)[BH3-].[Na+] (sodium cyanoborohydride), O=C(COC1=CC=C(C=C1)CC(=O)OC)C (methyl 4-(2-oxopropoxy)phenylacetate), C1=CC=CC=C1 (benzene). As a reaction SMILES: [NH2:1][C@@H:2]([CH2:11][OH:12])[C@H:3]([C:5]1[CH:10]=[CH:9][CH:8]=[CH:7][CH:6]=1)[OH:4].O=[C:14]([CH3:28])[CH2:15][O:16][C:17]1[CH:22]=[CH:21][C:20]([CH2:23][C:24]([O:26][CH3:27])=[O:25])=[CH:19][CH:18]=1.C1C=CC=CC=1.C([BH3-])#N.[Na+]>CO>[CH3:27][O:26][C:24]([CH2:23][C:20]1[CH:19]=[CH:18][C:17]([O:16][CH2:15][CH:14]([NH:1][C@@H:2]([CH2:11][OH:12])[C@H:3]([C:5]2[CH:6]=[CH:7][CH:8]=[CH:9][CH:10]=2)[OH:4])[CH3:28])=[CH:22][CH:21]=1)=[O:25] |f:3.4|. Run in CO (methanol). Starting materials: amalgam, mercurous chloride, Cl (hydrochloric acid), O (water), O (water), Cl (hydrochloric acid), BrC=1C=C2C(CCOC2=C(C1)Cl)=O (6-bromo-8-chloro-4-chromanone). Reagents/catalysts: [Zn] (zinc), [Zn] (zinc). Solvent: C1(=CC=CC=C1)C (toluene). The product is BrC=1C=C2CCCOC2=C(C1)Cl (6-bromo-8-chloro-chroman). Isolated yield 50.3%. Reaction SMILES: Cl.O.[Br:3][C:4]1[CH:5]=[C:6]2[C:11](=[C:12]([Cl:14])[CH:13]=1)[O:10][CH2:9][CH2:8][C:7]2=O>[Zn].C1(C)C=CC=CC=1>[Br:3][C:4]1[CH:5]=[C:6]2[C:11](=[C:12]([Cl:14])[CH:13]=1)[O:10][CH2:9][CH2:8][CH2:7]2. Reported procedure: To the amalgam of zinc--prepared from 1280 g (19.7 gram-atoms) of zinc, 128 g (5.4×10-1M) of mercurous chloride, 64 cm3 of concentrated hydrochloric acid and 1900 cm3 of water--are added, in order, 1000 cm3 water, 1500 cm3 of concentrated hydrochloric acid, 3500 cm3 of toluene and 640 g (2.45 M) of 6-bromo-8-chloro-4-chromanone (III2). The mixture is refluxed for 1 hour and, after cooling and decantation, it is extracted with ether and washed in water up to neutrality. 305 g (yield=50%) of expec... The reactants are COC1=C(CC2=CC=C(C(=O)O)C=C2)C(=C(C(=C1OC)OC)OC)C (4-(2,3,4,5-tetramethoxy-6-methylbenzyl)benzoic Acid), O=[N+]([O-])[O-].[O-][N+]([O-])=O.[O-][N+]([O-])=O.[O-][N+]([O-])=O.[O-][N+]([O-])=O.[O-][N+]([O-])=O.[Ce+4].[NH4+].[NH4+] (CAN). Solvent: O (water), C(C)#N (acetonitrile), O (water). Conditions: time 40 minute. Yields the product COC=1C(C(=C(C(C1OC)=O)CC1=CC=C(C(=O)O)C=C1)C)=O (4-(5,6-dimethoxy-3-methyl-1,4-benzoquinon-2-ylmethyl)benzoic Acid). Yield: 100.2%. Reaction SMILES: C[O:2][C:3]1[C:18]([O:19][CH3:20])=[C:17]([O:21][CH3:22])[C:16]([O:23]C)=[C:15]([CH3:25])[C:4]=1[CH2:5][C:6]1[CH:14]=[CH:13][C:9]([C:10]([OH:12])=[O:11])=[CH:8][CH:7]=1.O=[N+]([O-])[O-].[O-][N+](=O)[O-].[O-][N+](=O)[O-].[O-][N+](=O)[O-].[O-][N+](=O)[O-].[O-][N+](=O)[O-].[Ce+4].[NH4+].[NH4+]>C(#N)C.O>[CH3:22][O:21][C:17]1[C:16](=[O:23])[C:15]([CH3:25])=[C:4]([CH2:5][C:6]2[CH:14]=[CH:13][C:9]([C:10]([OH:12])=[O:11])=[CH:8][CH:7]=2)[C:3](=[O:2])[C:18]=1[O:19][CH3:20] |f:1.2.3.4.5.6.7.8.9|. Procedure details: The compound (1.98 g, 5.75 mmol) obtained in Step 2 was dissolved in a mixture of acetonitrile (40 ml) and water (15 ml), to which was added CAN (7.90 g, 14.5 mmol) and the mixture was stirred at room temperature for 40 minutes. The reaction mixture was poured into water and was extracted with ethyl acetate. After the extract was washed with water and dried, the solvent was distilled off. Ether was added to the residue and the resulting precipitate was filtered to yield the title compound (1.82 ...